From a dataset of the Open Reaction Database (ORD), a public repository of structured organic reaction records. describe an organic reaction: reactants, conditions, products, and yield Run in C1CCOC1 (THF). Procedure: To a solution of 175 mg (0.5 mmol) of 1H-indole-7-carboxylic acid (4-tert-butyl-benzyl)-(2-hydroxy-ethyl)-amide, 62 mg (0.55 mmol) of 3-fluorophenol and 144 mg (0.55 mmol) of triphenyl phosphine in 5 ml THF were added dropwise 88 μl (0.55 mmol) of azodicarboxylic acid diethyl ester at 0° C. The reaction mixture was stirred at rt over night. The solvent was evaporated and the residue was dissolved in diethyl ether. The organic layer was washed twice with 2N aqueous NaOH solution, once with satura... Reaction SMILES: [C:1]([C:5]1[CH:26]=[CH:25][C:8]([CH2:9][N:10]([CH2:22][CH2:23][OH:24])[C:11]([C:13]2[CH:14]=[CH:15][CH:16]=[C:17]3[C:21]=2[NH:20][CH:19]=[CH:18]3)=[O:12])=[CH:7][CH:6]=1)([CH3:4])([CH3:3])[CH3:2].[F:27][C:28]1[CH:29]=[C:30](O)[CH:31]=[CH:32][CH:33]=1.C1(P(C2C=CC=CC=2)C2C=CC=CC=2)C=CC=CC=1.C(OC(N=NC(OCC)=O)=O)C>C1COCC1>[C:1]([C:5]1[CH:6]=[CH:7][C:8]([CH2:9][N:10]([CH2:22][CH2:23][O:24][C:32]2[CH:31]=[CH:30][CH:29]=[C:28]([F:27])[CH:33]=2)[C:11]([C:13]2[CH:14]=[CH:15][CH:16]=[C:17]3[C:21]=2[NH:20][CH:19]=[CH:18]3)=[O:12])=[CH:25][CH:26]=1)([CH3:4])([CH3:2])[CH3:3]. Yield: 40.5%. Product: C(C)(C)(C)C1=CC=C(CN(C(=O)C=2C=CC=C3C=CNC23)CCOC2=CC(=CC=C2)F)C=C1 (1H-Indole-7-carboxylic acid (4-tert-butyl-benzyl)-[2-(3-fluoro-phenoxy)-ethyl]-amide). Starting materials: C(C)(C)(C)C1=CC=C(CN(C(=O)C=2C=CC=C3C=CNC23)CCO)C=C1 (1H-indole-7-carboxylic acid (4-tert-butyl-benzyl)-(2-hydroxy-ethyl)-amide), FC=1C=C(C=CC1)O (3-fluorophenol), C1(=CC=CC=C1)P(C1=CC=CC=C1)C1=CC=CC=C1 (triphenyl phosphine), C(C)OC(=O)N=NC(=O)OCC (azodicarboxylic acid diethyl ester). The reactants are O=C(O)c1cn(C2CC2F)c2c(Cl)c(F)c(F)cc2c1=O, O=C(CN1CCNCC1)N1CCOCC1. Product: O=C(O)c1cn(C2CC2F)c2c(Cl)c(N3CCN(CC(=O)N4CCOCC4)CC3)c(F)cc2c1=O. As a reaction SMILES: [Cl:16][c:17]1[c:18]([F:36])[c:19]([F:35])[cH:20][c:21]2[c:22](=[O:34])[c:23]([C:31](=[O:32])[OH:33])[cH:24][n:25]([CH:27]3[CH:28]([F:30])[CH2:29]3)[c:26]12.[N:1]1([CH2:7][C:8](=[O:9])[N:10]2[CH2:11][CH2:12][O:13][CH2:14][CH2:15]2)[CH2:2][CH2:3][NH:4][CH2:5][CH2:6]1>>[N:1]1([CH2:7][C:8](=[O:9])[N:10]2[CH2:11][CH2:12][O:13][CH2:14][CH2:15]2)[CH2:2][CH2:3][N:4]([c:18]2[c:17]([Cl:16])[c:26]3[c:21]([cH:20][c:19]2[F:35])[c:22](=[O:34])[c:23]([C:31](=[O:32])[OH:33])[cH:24][n:25]3[CH:27]2[CH:28]([F:30])[CH2:29]2)[CH2:5][CH2:6]1. The reactants are NC=1C=CC=C2C(=CC(C(=O)NC3=NN=NN3)=NC12)OC (8-Amino-4-methoxy-N(1H-tetrazol- 5-yl)quinaldamide), ( d ), COC1=CC(C(=O)NC2=NN=NN2)=NC2=C(C=CC=C12)[N+](=O)[O-] (4-methoxy-8-nitro-N(1H-tetrazol- 5-yl)quinaldamide). The product is NC=1C=C2C(=CC(C(=O)NC3=NN=NN3)=NC2=CC1)OC (6-Amino-4-methoxy-N(1H-tetrazol- 5-yl)quinaldamide). Reaction SMILES: N[C:2]1[CH:3]=[CH:4][CH:5]=[C:6]2[C:19]=1[N:18]=[C:9]([C:10]([NH:12][C:13]1[NH:17][N:16]=[N:15][N:14]=1)=[O:11])[CH:8]=[C:7]2[O:20][CH3:21].COC1C2C(=C([N+]([O-])=O)C=CC=2)N=C(C([NH:29]C2NN=NN=2)=O)C=1>>[NH2:29][C:4]1[CH:5]=[C:6]2[C:19](=[CH:2][CH:3]=1)[N:18]=[C:9]([C:10]([NH:12][C:13]1[NH:17][N:16]=[N:15][N:14]=1)=[O:11])[CH:8]=[C:7]2[O:20][CH3:21]. Reported procedure: 8-Amino-4-methoxy-N(1H-tetrazol- 5-yl)quinaldamide, m.p. 276° (d), was prepared by the hydrogenation of 4-methoxy-8-nitro-N(1H-tetrazol- 5-yl)quinaldamide. Reactants: C(\C=C/C(=O)O)(=O)[O-].[NH4+] (monoammonium maleate), N (ammonia). Product: N[C@@H](CC(=O)[O-])C(=O)[O-].[NH4+].[NH4+] (ammonium L-aspartate). Reaction SMILES: [C:1]([O-:8])(=[O:7])/[CH:2]=[CH:3]\[C:4]([OH:6])=[O:5].[NH4+:9].N>>[NH2:9][C@H:2]([C:1]([O-:8])=[O:7])[CH2:3][C:4]([O-:6])=[O:5].[NH4+:9].[NH4+:9] |f:0.1,3.4.5|. Procedure: subjecting monoammonium maleate in an aqueous solution in the presence of ammonia to an isomerization reaction and an enzyme reaction caused by aspartase to produce ammonium L-aspartate in a reaction solution;